Dataset: the Open Reaction Database (ORD), a public repository of structured organic reaction records. Task: describe an organic reaction: reactants, conditions, products, and yield Reactants: Cc1oc(-c2ccccc2)nc1CCOc1ccc(C=CC=O)cc1, CCOC(=O)CP(=O)(OCC)OCC. The product is CCOC(=O)C=CC=Cc1ccc(OCCc2nc(-c3ccccc3)oc2C)cc1. RXN SMILES: [CH3:1][c:2]1[c:3]([CH2:13][CH2:14][O:15][c:16]2[cH:17][cH:18][c:19]([CH:20]=[CH:21][CH:22]=[O:23])[cH:24][cH:25]2)[n:4][c:5](-[c:7]2[cH:8][cH:9][cH:10][cH:11][cH:12]2)[o:6]1.[CH3:26][CH2:27][O:28][C:29](=[O:30])[CH2:31][P:32]([O:33][CH2:34][CH3:35])([O:36][CH2:37][CH3:38])=[O:39]>>[CH3:1][c:2]1[c:3]([CH2:13][CH2:14][O:15][c:16]2[cH:17][cH:18][c:19]([CH:20]=[CH:21][CH:22]=[CH:31][C:29]([O:28][CH2:27][CH3:26])=[O:30])[cH:24][cH:25]2)[n:4][c:5](-[c:7]2[cH:8][cH:9][cH:10][cH:11][cH:12]2)[o:6]1. The reactants are OCC=1N=C(OC1C)C1=CC=C(C=C1)C (4-hydroxymethyl-2-(4-methylphenyl)-5-methyl-1,3-oxazole), S(=O)(Cl)Cl (thionyl chloride). Run in ClCCl (dichloromethane). Conditions: time 1 hour. Product: ClCC=1N=C(OC1C)C1=CC=C(C=C1)C (4-chloromethyl-2-(4-methylphenyl)-5-methyl-l,3-oxazole). RXN SMILES: O[CH2:2][C:3]1[N:4]=[C:5]([C:9]2[CH:14]=[CH:13][C:12]([CH3:15])=[CH:11][CH:10]=2)[O:6][C:7]=1[CH3:8].S(Cl)([Cl:18])=O>ClCCl>[Cl:18][CH2:2][C:3]1[N:4]=[C:5]([C:9]2[CH:14]=[CH:13][C:12]([CH3:15])=[CH:11][CH:10]=2)[O:6][C:7]=1[CH3:8]. Procedure details: A solution of 4-hydroxymethyl-2-(4-methylphenyl)-5-methyl-1,3-oxazole (3 g) in 30 ml of dichloromethane was cooled to 0° C., and thionyl chloride (1.75 g) added dropwise. The reaction was stirred for 1 hour at room temperature, then washed twice with dilute sodium bicarbonate solution, the organic layer separated, dried over sodium sulfate, and the solvent evaporated under reduced pressure, to yield 4-chloromethyl-2-(4-methylphenyl)-5-methyl-l,3-oxazole, which was used in the next reaction witho... Reactants: C(C)OC(CCCOC1=C(C(=CC=C1)CCCCCCOC1=CC(=CC(=C1)OCC1CCCC1)Br)CCC(=O)OCC)=O (4-[3-[6-(3-bromo-5-cyclopentylmethoxy-phenoxy)-hexyl]-2-(2-ethoxycarbonyl-ethyl)-phenoxy]-butyric acid ethyl ester), S1C=C(C=C1)B(O)O (3-thiophenylboronic acid), C([O-])([O-])=O.[Cs+].[Cs+] (cesium carbonate). The reagents and catalysts are C1=CC=C(C=C1)P([C-]2C=CC=C2)C3=CC=CC=C3.C1=CC=C(C=C1)P([C-]2C=CC=C2)C3=CC=CC=C3.Cl[Pd]Cl.[Fe+2] ([1,1′-bis(diphenylphosphino)ferrocene]dichloropalladium(II)). The product is C(C)OC(CCCOC1=C(C(=CC=C1)CCCCCCOC1=CC(=CC(=C1)C1=CSC=C1)OCC1CCCC1)CCC(=O)OCC)=O (4-[3-[6-(3-cyclopentylmethoxy-5-thiophen-3-yl-phenoxy)-hexyl]-2-(2-ethoxycarbonyl-ethyl)-phenoxy]-butyric acid ethyl ester). The yield is 97.0%. RXN SMILES: [CH2:1]([O:3][C:4](=[O:43])[CH2:5][CH2:6][CH2:7][O:8][C:9]1[CH:14]=[CH:13][CH:12]=[C:11]([CH2:15][CH2:16][CH2:17][CH2:18][CH2:19][CH2:20][O:21][C:22]2[CH:27]=[C:26]([O:28][CH2:29][CH:30]3[CH2:34][CH2:33][CH2:32][CH2:31]3)[CH:25]=[C:24](Br)[CH:23]=2)[C:10]=1[CH2:36][CH2:37][C:38]([O:40][CH2:41][CH3:42])=[O:39])[CH3:2].[S:44]1[CH:48]=[CH:47][C:46](B(O)O)=[CH:45]1.C(=O)([O-])[O-].[Cs+].[Cs+]>C1C=CC(P(C2C=CC=CC=2)[C-]2C=CC=C2)=CC=1.C1C=CC(P(C2C=CC=CC=2)[C-]2C=CC=C2)=CC=1.Cl[Pd]Cl.[Fe+2]>[CH2:1]([O:3][C:4](=[O:43])[CH2:5][CH2:6][CH2:7][O:8][C:9]1[CH:14]=[CH:13][CH:12]=[C:11]([CH2:15][CH2:16][CH2:17][CH2:18][CH2:19][CH2:20][O:21][C:22]2[CH:23]=[C:24]([C:46]3[CH:47]=[CH:48][S:44][CH:45]=3)[CH:25]=[C:26]([O:28][CH2:29][CH:30]3[CH2:34][CH2:33][CH2:32][CH2:31]3)[CH:27]=2)[C:10]=1[CH2:36][CH2:37][C:38]([O:40][CH2:41][CH3:42])=[O:39])[CH3:2] |f:2.3.4,5.6.7.8|. Procedure details: A similar procedure as described in Example 43, step 4 was used, starting from 4-[3-[6-(3-bromo-5-cyclopentylmethoxy-phenoxy)-hexyl]-2-(2-ethoxycarbonyl-ethyl)-phenoxy]-butyric acid ethyl ester (136 mg, 0.2 mmol), 3-thiophenylboronic acid (53 mg, 0.41 mmol), [1,1′-bis(diphenylphosphino)ferrocene]dichloropalladium(II) (73 mg, 0.1 mmol), and cesium carbonate (134 mg, 0.41 mmol) to obtain 4-[3-[6-(3-cyclopentylmethoxy-5-thiophen-3-yl-phenoxy)-hexyl]-2-(2-ethoxycarbonyl-ethyl)-phenoxy]-butyric acid ... Reactants: [BH4-], O=C([O-])O, C1CCOC1, CO, Cl, CC(C)(C)OC(=O)N=C(NCc1ccc([N+](=O)[O-])cc1)NC(=O)OC(C)(C)C, [Na+], [Na+], Br[Ni]Br. The product is CC(C)(C)OC(=O)N=C(NCc1ccc(N)cc1)NC(=O)OC(C)(C)C. Reaction SMILES: [BH4-:29].[C:32](=[O:33])([OH:34])[O-:35].[CH2:37]1[O:38][CH2:39][CH2:40][CH2:41]1.[CH3:42][OH:43].[ClH:31].[N+:1]([O-:2])(=[O:3])[c:4]1[cH:5][cH:6][c:7]([CH2:8][NH:9][C:10](=[N:11][C:12](=[O:13])[O:14][C:15]([CH3:16])([CH3:17])[CH3:18])[NH:19][C:20](=[O:21])[O:22][C:23]([CH3:24])([CH3:25])[CH3:26])[cH:27][cH:28]1.[Na+:30].[Na+:36].[Ni:44]([Br:45])[Br:46]>>[NH2:1][c:4]1[cH:5][cH:6][c:7]([CH2:8][NH:9][C:10](=[N:11][C:12](=[O:13])[O:14][C:15]([CH3:16])([CH3:17])[CH3:18])[NH:19][C:20](=[O:21])[O:22][C:23]([CH3:24])([CH3:25])[CH3:26])[cH:27][cH:28]1. As a reaction SMILES: [CH3:10][c:11]1[cH:12][cH:13][cH:14][cH:15][cH:16]1.[CH3:1][CH:2]([CH2:3][AlH:4][CH2:5][CH:6]([CH3:7])[CH3:8])[CH3:9].[O:30]1[CH2:31][CH2:32][CH2:33][CH2:34]1.[o:17]1[c:18]2[c:19]([c:20]([C:22](=[O:23])[O:24][CH3:25])[cH:21]1)[cH:26][cH:27][cH:28][cH:29]2>>[o:17]1[c:18]2[c:19]([c:20]([CH2:22][OH:23])[cH:21]1)[cH:26][cH:27][cH:28][cH:29]2. Starting materials: Cc1ccccc1, CC(C)C[AlH]CC(C)C, C1CCOC1, COC(=O)c1coc2ccccc12. Product: OCc1coc2ccccc12. Reactants: Clc1ncccc1Br, CO, Cc1ccc(C(=O)Nc2cccc(C(F)(F)F)c2)cc1-c1cccc(N)c1. RXN SMILES: [Br:28][c:29]1[c:30]([Cl:35])[n:31][cH:32][cH:33][cH:34]1.[CH3:36][OH:37].[NH2:1][c:2]1[cH:3][c:4](-[c:8]2[cH:9][c:10]([C:15](=[O:16])[NH:17][c:18]3[cH:19][c:20]([C:24]([F:25])([F:26])[F:27])[cH:21][cH:22][cH:23]3)[cH:11][cH:12][c:13]2[CH3:14])[cH:5][cH:6][cH:7]1>>[NH:1]([c:2]1[cH:3][c:4](-[c:8]2[cH:9][c:10]([C:15](=[O:16])[NH:17][c:18]3[cH:19][c:20]([C:24]([F:25])([F:26])[F:27])[cH:21][cH:22][cH:23]3)[cH:11][cH:12][c:13]2[CH3:14])[cH:5][cH:6][cH:7]1)[c:30]1[c:29]([Br:28])[cH:34][cH:33][cH:32][n:31]1. Product: Cc1ccc(C(=O)Nc2cccc(C(F)(F)F)c2)cc1-c1cccc(Nc2ncccc2Br)c1. Starting materials: C1(CCCCC1)C1C(CCCC1)=O (2-cyclohexyl-cyclohexanone), C(OC)(OC)OC (trimethyl orthoformate), CC(CO)(CO)C (2,2-dimethyl-1,3-propanediol). Yields the product C1(CCCCC1)C1C2(OCC(CO2)(C)C)CCCC1 (7-Cyclohexyl-3,3-dimethyl-1,5-dioxa-spiro [5.5]undecane). As a reaction SMILES: [CH:1]1([CH:7]2[CH2:12][CH2:11][CH2:10][CH2:9][C:8]2=[O:13])[CH2:6][CH2:5][CH2:4][CH2:3][CH2:2]1.C(OC)(OC)OC.[CH3:21][C:22]([CH3:27])([CH2:25]O)[CH2:23][OH:24]>>[CH:1]1([CH:7]2[CH2:12][CH2:11][CH2:10][CH2:9][C:8]32[O:24][CH2:23][C:22]([CH3:27])([CH3:25])[CH2:21][O:13]3)[CH2:2][CH2:3][CH2:4][CH2:5][CH2:6]1. Procedure: 1.170 g (6.5 mols) of 2-cyclohexyl-cyclohexanone are reacted with 757.9 g (7.15 mols) of trimethyl orthoformate and 743.6 g (7.15 mols) of anhydrous 2,2-dimethyl-1,3-propanediol in a manner analogous to that in Example 1: Reactants: C([O-])(O)=O.[Na+] (sodium bicarbonate), C1=CC(=CC(=C1)Cl)C(=O)OO (MCPBA), C(C)(=O)OCCC1C(CCCC1)=O ((±)-2-(2'-acetoxyethyl)cyclohexanone). Run in ClCCl (dichloromethane), ClCCl (dichloromethane). Run at time 3 hour. Yields the product C(C)(=O)OCCC1CCCCC(O1)=O ((±)-7-(2'-acetoxyethyl)-2-oxepanone). RXN SMILES: C(=O)(O)[O-].[Na+].[CH:6]1[CH:11]=[C:10](Cl)[CH:9]=[C:8]([C:13]([O:15]O)=[O:14])[CH:7]=1.[C:17]([O:20][CH2:21]CC1CCCCC1=O)(=[O:19])[CH3:18]>ClCCl>[C:17]([O:20][CH2:21][CH2:9][CH:10]1[O:15][C:13](=[O:14])[CH2:8][CH2:7][CH2:6][CH2:11]1)(=[O:19])[CH3:18] |f:0.1|. Reported procedure: Under an argon atmosphere, sodium bicarbonate (1.78 g, 21.20 mmol) and 80-90% w/w MCPBA (4.95 g, 28.26 mmol) were added to a solution of (±)-2-(2'-acetoxyethyl)cyclohexanone (2.60 g, 14.13 mmol) (0.50 mmol) in dichloromethane (70 ml) at room temperature. The mixture was stirred at room temperature for 3 h, and diluted with dichloromethane (80 ml) and washed sequentially with a saturated sodium sulphite solution (3×100 ml), distilled water (100 ml) and brine (100 ml). The organic phase was dried ... Reactants: Br.FC=1C=C(C=CC1F)[C@]1([C@@H](N[C@@H](CO1)C)C)O ((2S,3S,5R)-2-(3,4-difluorophenyl)-3,5-dimethyl-2-morpholinol hydrobromide), [OH-].[Na+] (sodium hydroxide), Cl (hydrogen chloride). Run in O (water), CCOCC (ether). Yields the product Cl.FC=1C=C(C=CC1F)[C@]1([C@@H](N[C@@H](CO1)C)C)O ((2S,3S,5R)-2-(3,4-difluorophenyl)-3,5-dimethyl-2-morpholinol hydrochloride). RXN SMILES: Br.[F:2][C:3]1[CH:4]=[C:5]([C@:10]2([OH:18])[O:15][CH2:14][C@@H:13]([CH3:16])[NH:12][C@H:11]2[CH3:17])[CH:6]=[CH:7][C:8]=1[F:9].[OH-].[Na+].[ClH:21]>O.CCOCC>[ClH:21].[F:2][C:3]1[CH:4]=[C:5]([C@:10]2([OH:18])[O:15][CH2:14][C@@H:13]([CH3:16])[NH:12][C@H:11]2[CH3:17])[CH:6]=[CH:7][C:8]=1[F:9] |f:0.1,2.3,7.8|. Procedure details: A solution of (2S,3S,5R)-2-(3,4-difluorophenyl)-3,5-dimethyl-2-morpholinol hydrobromide (4.85 g, 0.015 mole) in water was basified with 40% aqueous sodium hydroxide and extracted with diethyl ether. The diethyl ether layers were combined, washed with brine, dried (potassium carbonate) and concentrated under reduced pressure to yield the free base. The free base was dissolved in ether and treated with ethereal hydrogen chloride. The hydrochloride salt was recrystallized from ethanol-diethyl ether...